The task is: describe an organic reaction: reactants, conditions, products, and yield. This data is from the Open Reaction Database (ORD), a public repository of structured organic reaction records. Reactants: BrCCOCc1ccccc1, N#Cc1c(-c2cccc(F)c2)c2cc(O)ccc2c(=O)n1C1CC1, [K+], [K+], O=C([O-])[O-], CN(C)C=O. Product: N#Cc1c(-c2cccc(F)c2)c2cc(OCCOCc3ccccc3)ccc2c(=O)n1C1CC1. As a reaction SMILES: [CH2:31]([c:32]1[cH:33][cH:34][cH:35][cH:36][cH:37]1)[O:38][CH2:39][CH2:40][Br:41].[CH:1]1([n:4]2[c:5](=[O:24])[c:6]3[cH:7][cH:8][c:9]([OH:23])[cH:10][c:11]3[c:12](-[c:16]3[cH:17][c:18]([F:22])[cH:19][cH:20][cH:21]3)[c:13]2[C:14]#[N:15])[CH2:2][CH2:3]1.[K+:25].[K+:26].[O-:27][C:28]([O-:29])=[O:30].[O:42]=[CH:43][N:44]([CH3:45])[CH3:46]>>[CH:1]1([n:4]2[c:5](=[O:24])[c:6]3[cH:7][cH:8][c:9]([O:23][CH2:40][CH2:39][O:38][CH2:31][c:32]4[cH:33][cH:34][cH:35][cH:36][cH:37]4)[cH:10][c:11]3[c:12](-[c:16]3[cH:17][c:18]([F:22])[cH:19][cH:20][cH:21]3)[c:13]2[C:14]#[N:15])[CH2:2][CH2:3]1.